Dataset: the Open Reaction Database (ORD), a public repository of structured organic reaction records. Task: describe an organic reaction: reactants, conditions, products, and yield Starting materials: N1C(CCC1C(=O)[O-])=O.[Na+] (sodium 2-pyrrolidone-5-carboxylate), resultant solution, [OH-].[Na+] (Sodium hydroxide), poly(ether alcohol). Solvent: O (water). Product: polyacrylic acid, C(=O)(O)CNC(C=C)=O (N-carboxy methyl acrylamide). Yield: 234.1%. Reaction SMILES: [OH-].[Na+].[NH:3]1[CH:7]([C:8]([O-:10])=[O:9])[CH2:6][CH2:5][C:4]1=[O:11].[Na+]>O>[C:8]([CH2:7][NH:3][C:4](=[O:11])[CH:5]=[CH2:6])([OH:10])=[O:9] |f:0.1,2.3|. Procedure: 100 g of 25 wt % polyacrylic acid aqueous solution (viscosity 8000-12000 cps, 30 ° C.) and 3 g of N-carboxy methyl acrylamide were polymerized at 70° C. for 3 hours for partial crosslinking. Sodium hydroxide was added to neutralize the pH value to 7.0 and 20 g of poly(ether alcohol)(GEP-2800, Dow Chemical Co., U.S.A.) and 1.5 g of sodium 2-pyrrolidone-5-carboxylate were added. Deionized water was then added to the resulting product to adjust the solid content thereof to 35 wt %. The viscosity of... Starting materials: ClCCOC1=CC=C(C(=O)O)C=C1 (4-(2-chloroethoxy)benzoic acid), CN(C=O)C (dimethylformamide), C(C(=O)Cl)(=O)Cl (Oxalyl chloride). Solvent: ClCCCl (1,2-dichloroethane). Run at time 8 hour. Product: ClCCOC1=CC=C(C(=O)Cl)C=C1 (4-(2-Chloroethoxy)benzoyl chloride). RXN SMILES: [Cl:1][CH2:2][CH2:3][O:4][C:5]1[CH:13]=[CH:12][C:8]([C:9](O)=[O:10])=[CH:7][CH:6]=1.CN(C)C=O.C(Cl)(=O)C([Cl:22])=O>ClCCCl>[Cl:1][CH2:2][CH2:3][O:4][C:5]1[CH:13]=[CH:12][C:8]([C:9]([Cl:22])=[O:10])=[CH:7][CH:6]=1. Procedure: In a 250-ml flask are combined 4-(2-chloroethoxy)benzoic acid (2.58 g, 12.9 mmol), dimethylformamide (0.2 ml) and 1,2-dichloroethane (50 ml). Oxalyl chloride (1.35 ml) is added dropwise and the reaction mixture stirred overnight at room temperature. The reaction becomes homogeneous after stirring several hours. After an overnight stir, the solvent is evaporated to dryness, and the solid product is redissolved in 1,2-dichloroethane (2×50 mL) and evaporated. The product is used as is in subsequent...